Task: describe an organic reaction: reactants, conditions, products, and yield. Dataset: the Open Reaction Database (ORD), a public repository of structured organic reaction records Starting materials: C1=CC2=C(C=C1C(=O)O)C(=O)OC2=O (trimellitic acid anhydride), p,p' diphenyl methane diisocyanate. The solvent is ClC1=C(C=CC=C1)Cl (o-dichlorobenzene). Product: C(CCCCC(=O)O)(=O)O (adipic acid). Yield: 17.7%. RXN SMILES: C1[C:6]([C:7]([OH:9])=[O:8])=[CH:5][C:4]2C([O:12][C:13](=[O:14])[C:3]=2C=1)=O>ClC1C=CC=CC=1Cl>[C:13]([OH:14])(=[O:12])[CH2:3][CH2:4][CH2:5][CH2:6][C:7]([OH:9])=[O:8]. Procedure: A solution is formed by mixing 81.6 grams of trimellitic acid anhydride and 130.0 grams of p,p' diphenyl methane diisocyanate and 222.6 grams of o-dichlorobenzene by heating the mixture. At approximately 160°C. a clear, homogeneous solution is obtained. Once clarity is obtained 11.0 grams of adipic acid are added slowly. The temperature of the mixture is raised to approximately 180°C. and slow reflux is maintained. After approximately 40 minutes, a yellow viscous resin is obtained and 296.8 gram... Starting materials: C[Si](C)(C)CCOCN1C(=O)CN(c2ccc(-n3cc(-c4ccc(Cl)cc4Cl)nc3Cc3ccc(-c4ccc(Br)cc4)cc3)cc2)S1(=O)=O, O=C1CNCCN1. Product: C[Si](C)(C)CCOCN1C(=O)CN(c2ccc(-n3cc(-c4ccc(Cl)cc4Cl)nc3Cc3ccc(-c4ccc(N5CCNC(=O)C5)cc4)cc3)cc2)S1(=O)=O. RXN SMILES: [Br:1][c:2]1[cH:3][cH:4][c:5](-[c:8]2[cH:9][cH:10][c:11]([CH2:14][c:15]3[n:16](-[c:28]4[cH:29][cH:30][c:31]([N:34]5[CH2:35][C:36](=[O:49])[N:37]([CH2:41][O:42][CH2:43][CH2:44][Si:45]([CH3:46])([CH3:47])[CH3:48])[S:38]5(=[O:39])=[O:40])[cH:32][cH:33]4)[cH:17][c:18](-[c:20]4[c:21]([Cl:27])[cH:22][c:23]([Cl:26])[cH:24][cH:25]4)[n:19]3)[cH:12][cH:13]2)[cH:6][cH:7]1.[NH:50]1[C:51](=[O:56])[CH2:52][NH:53][CH2:54][CH2:55]1>>[c:2]1([N:53]2[CH2:52][C:51](=[O:56])[NH:50][CH2:55][CH2:54]2)[cH:3][cH:4][c:5](-[c:8]2[cH:9][cH:10][c:11]([CH2:14][c:15]3[n:16](-[c:28]4[cH:29][cH:30][c:31]([N:34]5[CH2:35][C:36](=[O:49])[N:37]([CH2:41][O:42][CH2:43][CH2:44][Si:45]([CH3:46])([CH3:47])[CH3:48])[S:38]5(=[O:39])=[O:40])[cH:32][cH:33]4)[cH:17][c:18](-[c:20]4[c:21]([Cl:27])[cH:22][c:23]([Cl:26])[cH:24][cH:25]4)[n:19]3)[cH:12][cH:13]2)[cH:6][cH:7]1. Reactants: S(=O)([O-])[O-].[Na+].[Na+] (sodium sulfite), C([O-])([O-])=O.[K+].[K+] (potassium carbonate), CC[C@H]1CN2CC[C@H]1C[C@@H]2[C@H](C3=C4C=C(C=CC4=NC=C3)OC)OC5=NN=C(C6=CC=CC=C65)O[C@H]([C@H]7C[C@@H]8CCN7C[C@@H]8CC)C9=C1C=C(C=CC1=NC=C9)OC ((DHQD)2PHAL), ClC=1C=C(C=CC1S(=O)(=O)C)[C@H](C(=O)NC1=NN(C=C1)CC=C(C)C)CC1CCCC1 (2-(R)-(3-chloro-4-methanesulfonyl-phenyl)-3-cyclopentyl-N-[1-(3-methyl-but-2-enyl)-1H-pyrazol-3-yl]-propionamide), CS(=O)(=O)N (methane sulfonamide), solution, C1(=CC=CC=C1)C (toluene). Reagents/catalysts: [Fe-3](C#N)(C#N)(C#N)(C#N)(C#N)C#N.[K+].[K+].[K+] (potassium ferricyanide), [Os](=O)(=O)(=O)=O (osmium tetroxide). Solvent: O.C(C)(C)(C)O (water tert-butyl alcohol), C(C)(=O)OCC (ethyl acetate), O (water). Reaction conditions: temperature 25 celsius, time 5 minute. The product is ClC=1C=C(C=CC1S(=O)(=O)C)[C@H](C(=O)NC1=NN(C=C1)CC(C(C)(C)O)O)CC1CCCC1 ((R)-2-(3-Chloro-4-methanesulfonyl-phenyl)-3-cyclopentyl-N-[1-(2,3-dihydroxy-3-methyl-butyl)-1H-pyrazol-3-yl]-propionamide), hydroxyl. Reaction SMILES: [C:1](=[O:4])([O-])[O-].[K+].[K+].CC[C@@H]1[C@@H]2C[C@H]([C@@H](OC3C4C(=CC=CC=4)C(O[C@@H](C4C=CN=C5C=4C=C(OC)C=C5)[C@@H]4N5C[C@H](CC)[C@@H](CC5)C4)=NN=3)C3C=CN=C4C=3[CH:20]=[C:21]([O:28]C)[CH:22]=C4)N(CC2)C1.C1(C)C=CC=CC=1.[Cl:72][C:73]1[CH:74]=[C:75]([C@@H:83]([CH2:97][CH:98]2[CH2:102][CH2:101][CH2:100][CH2:99]2)[C:84]([NH:86][C:87]2[CH:91]=[CH:90][N:89]([CH2:92]C=C(C)C)[N:88]=2)=[O:85])[CH:76]=[CH:77][C:78]=1[S:79]([CH3:82])(=[O:81])=[O:80].CS(N)(=O)=O.S([O-])([O-])=O.[Na+].[Na+]>[Fe-3](C#N)(C#N)(C#N)(C#N)(C#N)C#N.[K+].[K+].[K+].[Os](=O)(=O)(=O)=O.O.C(OCC)(=O)C.O.C(O)(C)(C)C>[Cl:72][C:73]1[CH:74]=[C:75]([C@@H:83]([CH2:97][CH:98]2[CH2:99][CH2:100][CH2:101][CH2:102]2)[C:84]([NH:86][C:87]2[CH:91]=[CH:90][N:89]([CH2:92][CH:1]([OH:4])[C:21]([OH:28])([CH3:22])[CH3:20])[N:88]=2)=[O:85])[CH:76]=[CH:77][C:78]=1[S:79]([CH3:82])(=[O:81])=[O:80] |f:0.1.2,7.8.9,10.11.12.13,17.18|. Reported procedure: A mixture of potassium ferricyanide (0.06 mmol, 3.0 equiv.), potassium carbonate (0.06 mmol, 3.0 equiv.), and (DHQD)2PHAL (0.0006 mmol, 0.03 equiv.) is treated with a solution of water/tert-butyl alcohol (5 mL, 1:1) and is stirred at 25° C. for 5 min. The reaction mixture is treated with a 0.2 M solution of osmium tetroxide in toluene (0.0002 mmol, 0.01 equiv.) and cooled to 0° C. To this is added 2-(R)-(3-chloro-4-methanesulfonyl-phenyl)-3-cyclopentyl-N-[1-(3-methyl-but-2-enyl)-1H-pyrazol-3-yl]...